From a dataset of the Open Reaction Database (ORD), a public repository of structured organic reaction records. describe an organic reaction: reactants, conditions, products, and yield Starting materials: ClC=1C=2C(C=C3C(OC(=NC13)C=1N(N=C(C1)C(F)(F)F)C1=NC=CC=C1Cl)=O)=NSN2 (4-chloro-6-[2-(3-chloro-pyridin-2-yl)-5-trifluoromethyl-2H-pyrazol-3-yl]-7-oxa-2-thia-1,3,5-triaza-cyclopenta[b]naphthalen-8-one), CN (methylamine). The product is CNC(=O)C=1C(=C(C=2C(=NSN2)C1)Cl)NC(=O)C=1N(N=C(C1)C(F)(F)F)C1=NC=CC=C1Cl (7-chloro-6-{[2-(3-chloro-pyridin-2-yl)-5-trifluoromethyl-2H-pyrazole-3-carbonyl]-amino}-benzo[1,2,5]thiadiazole-5-carboxylic acid methylamide). RXN SMILES: [Cl:1][C:2]1[C:3]2[C:4](=[N:29][S:30][N:31]=2)[CH:5]=[C:6]2[C:11]=1[N:10]=[C:9]([C:12]1[N:13]([C:21]3[C:26]([Cl:27])=[CH:25][CH:24]=[CH:23][N:22]=3)[N:14]=[C:15]([C:17]([F:20])([F:19])[F:18])[CH:16]=1)[O:8][C:7]2=[O:28].[CH3:32][NH2:33]>>[CH3:32][NH:33][C:7]([C:6]1[C:11]([NH:10][C:9]([C:12]2[N:13]([C:21]3[C:26]([Cl:27])=[CH:25][CH:24]=[CH:23][N:22]=3)[N:14]=[C:15]([C:17]([F:19])([F:18])[F:20])[CH:16]=2)=[O:8])=[C:2]([Cl:1])[C:3]2[C:4]([CH:5]=1)=[N:29][S:30][N:31]=2)=[O:28]. Reported procedure: See step f) of Example H2 using 4-chloro-6-[2-(3-chloro-pyridin-2-yl)-5-trifluoromethyl-2H-pyrazol-3-yl]-7-oxa-2-thia-1,3,5-triaza-cyclopenta[b]naphthalen-8-one as starting material and methylamine (40% in H2O). After overnight reaction and chromatography column purification, a slightly brown solid is obtained (75%). LC/MS: 538/539 (M+Na)+. The reactants are CC(C)(C)O, CS(=O)c1ncc2ccc(-c3ccc(S(C)(=O)=O)cc3)n2n1, CCN(C(C)C)C(C)C, [Cs+], [F-], Nc1ccc2c(c1)NC(=O)C(NC(=O)C(F)(F)F)CC2. Yields the product CS(=O)(=O)c1ccc(-c2ccc3cnc(Nc4ccc5c(c4)NC(=O)C(NC(=O)C(F)(F)F)CC5)nn23)cc1. As a reaction SMILES: [C:54]([OH:55])([CH3:56])([CH3:57])[CH3:58].[CH3:21][S:22](=[O:23])[c:24]1[n:25][n:26]2[c:27]([cH:28][n:29]1)[cH:30][cH:31][c:32]2-[c:33]1[cH:34][cH:35][c:36]([S:39](=[O:40])(=[O:41])[CH3:42])[cH:37][cH:38]1.[CH:45]([N:46]([CH2:47][CH3:48])[CH:49]([CH3:50])[CH3:51])([CH3:52])[CH3:53].[Cs+:44].[F-:43].[NH2:1][c:2]1[cH:3][c:4]2[c:5]([cH:19][cH:20]1)[CH2:6][CH2:7][CH:8]([NH:12][C:13]([C:14]([F:15])([F:16])[F:17])=[O:18])[C:9](=[O:11])[NH:10]2>>[NH:1]([c:2]1[cH:3][c:4]2[c:5]([cH:19][cH:20]1)[CH2:6][CH2:7][CH:8]([NH:12][C:13]([C:14]([F:15])([F:16])[F:17])=[O:18])[C:9](=[O:11])[NH:10]2)[c:24]1[n:25][n:26]2[c:27]([cH:28][n:29]1)[cH:30][cH:31][c:32]2-[c:33]1[cH:34][cH:35][c:36]([S:39](=[O:40])(=[O:41])[CH3:42])[cH:37][cH:38]1. The reactants are NC1=C(C(=O)N)C=C(C=N1)Cl (2-amino-5-chloronicotinamide), BrCC=1C=C(C#N)C=C(C1)Cl (3-(bromomethyl)-5-chlorobenzonitrile). Solvent: C(C)(=O)OCC (ethyl acetate), CN(C=O)C (N,N-dimethylformamide). Run at temperature 100 celsius, time 14 hour. Product: Br.ClC=1C=C(C(N(C1)CC1=CC(=CC(=C1)C#N)Cl)=N)C(=O)N (5-chloro-1-(3-chloro-5-cyanobenzyl)-2-imino-1,2-dihydropyridine-3-carboxamide hydrobromide). Isolated yield 22.8%. RXN SMILES: [NH2:1][C:2]1[N:10]=[CH:9][C:8]([Cl:11])=[CH:7][C:3]=1[C:4]([NH2:6])=[O:5].[Br:12][CH2:13][C:14]1[CH:15]=[C:16]([CH:19]=[C:20]([Cl:22])[CH:21]=1)[C:17]#[N:18]>CN(C)C=O.C(OCC)(=O)C>[BrH:12].[Cl:11][C:8]1[CH:7]=[C:3]([C:4]([NH2:6])=[O:5])[C:2](=[NH:1])[N:10]([CH2:13][C:14]2[CH:15]=[C:16]([C:17]#[N:18])[CH:19]=[C:20]([Cl:22])[CH:21]=2)[CH:9]=1 |f:4.5|. Procedure details: (Step 4) To a solution of 2-amino-5-chloronicotinamide (0.15 g) in N,N-dimethylformamide (3 ml) was added 3-(bromomethyl)-5-chlorobenzonitrile (0.29 g) obtained in Step 3, and the mixture was stirred at 100° C. for 14 hr. The reaction mixture was diluted with ethyl acetate. The precipitate was collected by filtration and washed with ethyl acetate. The obtained precipitate was recrystallized from methanol-ethyl acetate to give the title compound (80 mg). Starting materials: C1COCCO1, Nc1ncnc2c1ncn2C1OC(CO)C(O)C(O)C1N, [Na+], O=C([O-])O, O, O=C(OCC1c2ccccc2-c2ccccc21)ON1C(=O)CCC1=O. Product: Nc1ncnc2c1ncn2C1OC(CO)C(O)C(O)C1NC(=O)OCC1c2ccccc2-c2ccccc21. As a reaction SMILES: [CH2:53]1[O:54][CH2:55][CH2:56][O:57][CH2:58]1.[NH2:1][CH:2]1[CH:3]([n:12]2[c:13]3[n:14][cH:15][n:16][c:17]([NH2:21])[c:18]3[n:19][cH:20]2)[O:4][CH:5]([CH2:10][OH:11])[CH:6]([OH:9])[CH:7]1[OH:8].[Na+:52].[O-:48][C:49]([OH:50])=[O:51].[OH2:22].[cH:23]1[cH:24][cH:25][cH:26][c:27]2[c:35]1[CH:34]([CH2:36][O:37][C:38](=[O:39])[O:40][N:41]1[C:42](=[O:43])[CH2:44][CH2:45][C:46]1=[O:47])[c:33]1[c:28]-2[cH:29][cH:30][cH:31][cH:32]1>>[NH:1]([CH:2]1[CH:3]([n:12]2[c:13]3[n:14][cH:15][n:16][c:17]([NH2:21])[c:18]3[n:19][cH:20]2)[O:4][CH:5]([CH2:10][OH:11])[CH:6]([OH:9])[CH:7]1[OH:8])[C:38]([O:37][CH2:36][CH:34]1[c:33]2[c:28]([cH:29][cH:30][cH:31][cH:32]2)-[c:27]2[cH:26][cH:25][cH:24][cH:23][c:35]21)=[O:39]. Reactants: CC(=O)Cl, CCc1cc(C(=O)c2ccccc2Cl)c(N)s1, O, c1ccncc1. The product is CCc1cc(C(=O)c2ccccc2Cl)c(NC(C)=O)s1. As a reaction SMILES: [CH3:24][C:25]([Cl:26])=[O:27].[NH2:1][c:2]1[s:3][c:4]([CH2:16][CH3:17])[cH:5][c:6]1[C:7]([c:8]1[c:9]([Cl:14])[cH:10][cH:11][cH:12][cH:13]1)=[O:15].[OH2:28].[cH:18]1[cH:19][cH:20][n:21][cH:22][cH:23]1>>[NH:1]([c:2]1[s:3][c:4]([CH2:16][CH3:17])[cH:5][c:6]1[C:7]([c:8]1[c:9]([Cl:14])[cH:10][cH:11][cH:12][cH:13]1)=[O:15])[C:25]([CH3:24])=[O:27].